This data is from the Open Reaction Database (ORD), a public repository of structured organic reaction records. The task is: describe an organic reaction: reactants, conditions, products, and yield The reactants are FC=1C(=NC(=NC1)OCC1=CC=C(C=C1)C)N (5-fluoro-2-(4-methylbenzyloxy)pyrimidin-4-ylamine), C=O (paraformaldehyde). The solvent is O1CCOCC1 (dioxane). Run at temperature 90 celsius, time 16 hour. Product: FC=1C(=NC(=NC1)OCC1=CC=C(C=C1)C)NCO ([5-Fluoro-2-(4-methylbenzyloxy)pyrimidin-4-ylamino]methanol). The yield is 61.8%. Reaction SMILES: [F:1][C:2]1[C:3]([NH2:17])=[N:4][C:5]([O:8][CH2:9][C:10]2[CH:15]=[CH:14][C:13]([CH3:16])=[CH:12][CH:11]=2)=[N:6][CH:7]=1.[CH2:18]=[O:19]>O1CCOCC1>[F:1][C:2]1[C:3]([NH:17][CH2:18][OH:19])=[N:4][C:5]([O:8][CH2:9][C:10]2[CH:15]=[CH:14][C:13]([CH3:16])=[CH:12][CH:11]=2)=[N:6][CH:7]=1. Procedure: To a solution of 5-fluoro-2-(4-methylbenzyloxy)pyrimidin-4-ylamine (0.10 g, 0.43 mmol) in dioxane (2 mL) was added paraformaldehyde (0.060 g, 2 mmol) and the mixture was agitated on an orbital shaker at 90° C. for 16 h, cooled, and evaporated to dryness. Purification by reverse phase chromatography afforded 0.070 g (63%) of the title compound as a white solid: mp 97-98° C.; 1H NMR (CDCl3) δ 7.94 (d, J=2.5 Hz, 1H), 7.36 (d, J=7.9 Hz, 2H), 7.19 (d, J=7.9 Hz, 2H), 5.97 (bs, 1H), 5.33 (s, 2H), 5.04-... The reactants are ClC=1N=C(C2=C(N1)CCCS2)N2CCOCC2 (2-chloro-4-morpholino-7,8-dihydro-6H-thiopyrano[3,2-d]pyrimidine), CN1CCNCC1 (N-methylpiperazine). The product is CN1CCN(CC1)C=1N=C(C2=C(N1)CCCS2)N2CCOCC2 (2-(N-methylpiperazino)-4-morpholino-7,8-dihydro-6H-thiopyrano[3,2-d]pyrimidine). The yield is 69.0%. RXN SMILES: Cl[C:2]1[N:3]=[C:4]([N:12]2[CH2:17][CH2:16][O:15][CH2:14][CH2:13]2)[C:5]2[S:11][CH2:10][CH2:9][CH2:8][C:6]=2[N:7]=1.[CH3:18][N:19]1[CH2:24][CH2:23][NH:22][CH2:21][CH2:20]1>>[CH3:18][N:19]1[CH2:24][CH2:23][N:22]([C:2]2[N:3]=[C:4]([N:12]3[CH2:17][CH2:16][O:15][CH2:14][CH2:13]3)[C:5]3[S:11][CH2:10][CH2:9][CH2:8][C:6]=3[N:7]=2)[CH2:21][CH2:20]1. Reported procedure: A mixture of 6.5 g of 2-chloro-4-morpholino-7,8-dihydro-6H-thiopyrano[3,2-d]pyrimidine and 15 ml of N-methylpiperazine was heated at a bath temperature of 70° to 80° C. for 3 hours. After cooling, the reaction solution was extracted with chloroform, and the extract was washed with water and dried. The solvent was distilled off and the resulting crystals were recrystallized from a mixture of dichloromethane-n-hexane to obtain 5.5 g (69% yield) of 2-(N-methylpiperazino)-4-morpholino-7,8-dihydro-6H... Reactants: O=C([O-])[O-], O=[N+]([O-])c1cc(Cl)ccn1, [Cs+], [Cs+], CN(C)C=O, CCOC(=O)CC1OB(O)c2cc(O)cc(C)c21. Product: CCOC(=O)CC1OB(O)c2cc(Oc3cc(Cl)ccn3)cc(C)c21. RXN SMILES: [C:29](=[O:30])([O-:31])[O-:32].[Cl:19][c:20]1[cH:21][c:22]([N+:26]([O-:27])=[O:28])[n:23][cH:24][cH:25]1.[Cs+:33].[Cs+:34].[O:35]=[CH:36][N:37]([CH3:38])[CH3:39].[OH:1][B:2]1[O:3][CH:4]([CH2:13][C:14](=[O:15])[O:16][CH2:17][CH3:18])[c:5]2[c:6]1[cH:7][c:8]([OH:12])[cH:9][c:10]2[CH3:11]>>[OH:1][B:2]1[O:3][CH:4]([CH2:13][C:14](=[O:15])[O:16][CH2:17][CH3:18])[c:5]2[c:6]1[cH:7][c:8]([O:12][c:22]1[cH:21][c:20]([Cl:19])[cH:25][cH:24][n:23]1)[cH:9][c:10]2[CH3:11]. As a reaction SMILES: [CH3:1][C:2]([C:3]#[C:4][c:5]1[n:6][cH:7][cH:8][cH:9][cH:10]1)([O:11][c:12]1[cH:13][cH:14][c:15]([C:16]#[N:17])[cH:18][cH:19]1)[CH3:20].[Cl:21][c:22]1[c:23]([Cl:24])[cH:25][cH:26][cH:27][cH:28]1>>[CH3:1][C:2]1([CH3:20])[CH:3]=[C:4]([c:5]2[n:6][cH:7][cH:8][cH:9][cH:10]2)[c:19]2[c:12]([cH:13][cH:14][c:15]([C:16]#[N:17])[cH:18]2)[O:11]1. Yields the product CC1(C)C=C(c2ccccn2)c2cc(C#N)ccc2O1. Starting materials: CC(C)(C#Cc1ccccn1)Oc1ccc(C#N)cc1, Clc1ccccc1Cl.